Dataset: the Open Reaction Database (ORD), a public repository of structured organic reaction records. Task: describe an organic reaction: reactants, conditions, products, and yield The reactants are CN1C(N(CC1C(=O)O)C1=NC=CC(=N1)OC)=O (3-Methyl-1-[4-(methyloxy)-2-pyrimidinyl]-2-oxo-4-imidazolidinecarboxylic acid), 4A, C(C)N1CCOCC1 (N-Ethylmorpholine), O.ON1N=NC2=C1C=CC=C2 (1-hydroxybenzotriazole hydrate), Cl.C(C)N=C=NCCCN(C)C (1-ethyl-3-(3-dimethylaminopropyl)carbodiimide hydrochloride), ClC1=C(C=CC(=C1)Cl)CN ([(2,4-Dichlorophenyl)methyl]amine). Run in ClCCl (dichloromethane), ClCCl (dichloromethane), C(O)([O-])=O.[Na+] (sodium hydrogen carbonate). Conditions: time 5 minute. The product is ClC1=C(C=CC(=C1)Cl)CNC(=O)C1N(C(N(C1)C1=NC=CC(=N1)OC)=O)C (N-[(2,4-dichlorophenyl)methyl]-3-methyl-1-[4-(methyloxy)-2-pyrimidinyl]-2-oxo-4-imidazolidinecarboxamide). Yield: 48.8%. As a reaction SMILES: [CH3:1][N:2]1[CH:6]([C:7]([OH:9])=O)[CH2:5][N:4]([C:10]2[N:15]=[C:14]([O:16][CH3:17])[CH:13]=[CH:12][N:11]=2)[C:3]1=[O:18].C(N1CCOCC1)C.O.ON1C2C=CC=CC=2N=N1.Cl.C(N=C=NCCCN(C)C)C.[Cl:50][C:51]1[CH:56]=[C:55]([Cl:57])[CH:54]=[CH:53][C:52]=1[CH2:58][NH2:59]>ClCCl.C(=O)([O-])O.[Na+]>[Cl:50][C:51]1[CH:56]=[C:55]([Cl:57])[CH:54]=[CH:53][C:52]=1[CH2:58][NH:59][C:7]([CH:6]1[CH2:5][N:4]([C:10]2[N:15]=[C:14]([O:16][CH3:17])[CH:13]=[CH:12][N:11]=2)[C:3](=[O:18])[N:2]1[CH3:1])=[O:9] |f:2.3,4.5,8.9|. Reported procedure: 3-Methyl-1-[4-(methyloxy)-2-pyrimidinyl]-2-oxo-4-imidazolidinecarboxylic acid (76 mg, 0.3 mmol) (˜0.3 mmol) in dichloromethane (4 ml) was treated with the 4A molecular sieves (200 mg, 0.300 mmol), and the mixture stirred at RT for 5 minutes. N-Ethylmorpholine (0.190 ml, 1.500 mmol), 1-hydroxybenzotriazole hydrate (55.1 mg, 0.360 mmol) and 1-ethyl-3-(3-dimethylaminopropyl)carbodiimide hydrochloride (82 mg, 0.360 mmol) were then added and the reaction stirred at RT under argon for 10 minutes. [(2,... Starting materials: O[Li].O (LiOH.H2O), CS(=O)(=O)C1=CC=C(C=C1)C(C(=O)NC=1SC(=CN1)C(=O)OCC)CC1CCOCC1 (ethyl 2-[2-(4-methanesulfonylphenyl)-3-(tetrahydropyran-4-yl)propionylamino]thiazole-5-carboxylate), CC#N (MeCN). Solvent: C1CCOC1.O (THF H2O). Reaction conditions: temperature 20 celsius, time 16 hour. Yields the product CS(=O)(=O)C1=CC=C(C=C1)C(C(=O)NC=1SC(=CN1)C(=O)O)CC1CCOCC1 (2-[2-(4-Methanesulfonylphenyl)-3-(tetrahydropyran-4-yl)propionylamino]thiazole-5-carboxylic acid). RXN SMILES: CC#N.O[Li].O.[CH3:7][S:8]([C:11]1[CH:16]=[CH:15][C:14]([CH:17]([CH2:31][CH:32]2[CH2:37][CH2:36][O:35][CH2:34][CH2:33]2)[C:18]([NH:20][C:21]2[S:22][C:23]([C:26]([O:28]CC)=[O:27])=[CH:24][N:25]=2)=[O:19])=[CH:13][CH:12]=1)(=[O:10])=[O:9]>C1COCC1.O>[CH3:7][S:8]([C:11]1[CH:12]=[CH:13][C:14]([CH:17]([CH2:31][CH:32]2[CH2:33][CH2:34][O:35][CH2:36][CH2:37]2)[C:18]([NH:20][C:21]2[S:22][C:23]([C:26]([OH:28])=[O:27])=[CH:24][N:25]=2)=[O:19])=[CH:15][CH:16]=1)(=[O:10])=[O:9] |f:1.2,4.5|. Procedure: Ethyl 2-aminothiazole-5-carboxylate (2.21 g, 12.8 mmol) was condensed with 2-(4-methanesulfonylphenyl)-3-(tetrahydropyran-4-yl)propionic acid (Preparation 41, 1.00 g, 3.2 mmol) using the procedure described for EXAMPLE 65, to give ethyl 2-[2-(4-methanesulfonylphenyl)-3-(tetrahydropyran-4-yl)propionylamino]thiazole-5-carboxylate: m/z (ES+)=508.3 [M+MeCN+H]+. LiOH.H2O (410 mg, 9.8 mmol) was added to a solution of this ester (1.44 g, 3.1 mmol) in THF-H2O (3:1, 30 mL). The mixture was stirred at 20°...